This data is from the Open Reaction Database (ORD), a public repository of structured organic reaction records. The task is: describe an organic reaction: reactants, conditions, products, and yield The reactants are ClC=1C(=C2C(C(=CN(C2=C(C1F)OC)C1CC1)C(=O)OCC)=O)[N+](=O)[O-] (ethyl 6-chloro-1-cyclopropyl-7-fluoro-1,4-dihydro-8-methoxy-5-nitro-4-oxoquinoline-3-carboxylate). Reagents/catalysts: [Fe] (iron). The solvent is CC(=O)O (AcOH). Reaction conditions: temperature 90 celsius, time 6 hour. Yields the product NC1=C2C(C(=CN(C2=C(C(=C1Cl)F)OC)C1CC1)C(=O)OCC)=O (ethyl 5-amino-6-chloro-1-cyclopropyl-7-fluoro-1,4-dihydro-8-methoxy-4-oxoquinoline-3-carboxylate). Yield: 63.7%. As a reaction SMILES: [Cl:1][C:2]1[C:3]([N+:24]([O-])=O)=[C:4]2[C:9](=[C:10]([O:13][CH3:14])[C:11]=1[F:12])[N:8]([CH:15]1[CH2:17][CH2:16]1)[CH:7]=[C:6]([C:18]([O:20][CH2:21][CH3:22])=[O:19])[C:5]2=[O:23]>CC(O)=O.[Fe]>[NH2:24][C:3]1[C:2]([Cl:1])=[C:11]([F:12])[C:10]([O:13][CH3:14])=[C:9]2[C:4]=1[C:5](=[O:23])[C:6]([C:18]([O:20][CH2:21][CH3:22])=[O:19])=[CH:7][N:8]2[CH:15]1[CH2:16][CH2:17]1. Procedure details: A mixture of ethyl 6-chloro-1-cyclopropyl-7-fluoro-1,4-dihydro-8-methoxy-5-nitro-4-oxoquinoline-3-carboxylate (240 mg, 0.624 mmol) and iron powder (209 mg, 3.74 mmol) in AcOH (10 mL) was stirred at 90° C. for 6 h. The catalyst was removed by filtration over Celite and the filtrate was concentrated in vacuo. After water was added, the crude product was extracted with EtOAc, washed successively with saturated aq. NaHCO3 and brine, dried over MgSO4 and the solvent was removed in vacuo. The crude pr... Conditions: temperature 5 celsius, time 8 hour. The yield is 87.0%. The product is N(=NC(C(=O)NCCC)(C)C)C(C(=O)NCCC)(C)C (2,2'-azobis(N-propyl-2-methyl propionamide)). Starting materials: C(CC)N (propylamine), N(=NC(C(=O)[O-])(C)C)C(C(=O)[O-])(C)C (2,2'-azobis (2-methyl propionate)), C[O-].[Na+] (sodium methoxide), O (water). Reported procedure: 28.3 Grams of propylamine is mixed with 50 g of 2,2'-azobis (2-methyl propionate), and 10 g of 28% sodium methoxide solution in methanol and 10 ml of methanol are added thereto with stirring, followed by conducting a reaction at room temperature with stirring for 6 hours and keeping standing overnight. 100 Milliliter of water is added to the reaction solution and cooled to 5° C. to precipitate crystals. The crystals are recovered by filtration and dried to give 54.0 g (yield: 87%) of 2,2'-azobis... Reaction SMILES: [CH2:1]([NH2:4])[CH2:2][CH3:3].[N:5]([C:13]([CH3:18])([CH3:17])[C:14]([O-:16])=O)=[N:6][C:7]([CH3:12])([CH3:11])[C:8]([O-:10])=O.C[O-].[Na+].O>CO>[N:6]([C:7]([CH3:11])([CH3:12])[C:8]([NH:4][CH2:1][CH2:2][CH3:3])=[O:10])=[N:5][C:13]([CH3:18])([CH3:17])[C:14]([NH:4][CH2:1][CH2:2][CH3:3])=[O:16] |f:2.3|. Run in CO (methanol), CO (methanol). Starting materials: CC(C)(C)OC(=O)CBr, Nc1ccc(I)cc1OCc1ccccc1, Cl, [K+], [K+], O=C([O-])[O-], CN(C)C=O. Yields the product CC(C)(C)OC(=O)CNc1ccc(I)cc1OCc1ccccc1. As a reaction SMILES: [C:17]([CH3:18])([CH3:19])([CH3:20])[O:21][C:22]([CH2:23][Br:24])=[O:25].[CH2:1]([c:2]1[cH:3][cH:4][cH:5][cH:6][cH:7]1)[O:8][c:9]1[c:10]([NH2:16])[cH:11][cH:12][c:13]([I:15])[cH:14]1.[ClH:32].[K+:26].[K+:27].[O-:28][C:29]([O-:30])=[O:31].[O:33]=[CH:34][N:35]([CH3:36])[CH3:37]>>[CH2:1]([c:2]1[cH:3][cH:4][cH:5][cH:6][cH:7]1)[O:8][c:9]1[c:10]([NH:16][CH2:23][C:22]([O:21][C:17]([CH3:18])([CH3:19])[CH3:20])=[O:25])[cH:11][cH:12][c:13]([I:15])[cH:14]1. Starting materials: CC(C)(C)OC(=O)N1CCN(c2cc(=O)[nH]c3cc(Cl)ccc23)CC1, [H-], NC1CCCCC1, [Na+]. Yields the product CC(C)(C)OC(=O)N1CCN(c2cc(NC3CCCCC3)nc3cc(Cl)ccc23)CC1. Reaction SMILES: [C:1]([CH3:2])([CH3:3])([CH3:4])[O:5][C:6](=[O:7])[N:8]1[CH2:9][CH2:10][N:11]([c:14]2[cH:15][c:16](=[O:25])[nH:17][c:18]3[cH:19][c:20]([Cl:24])[cH:21][cH:22][c:23]23)[CH2:12][CH2:13]1.[H-:26].[NH2:28][CH:29]1[CH2:30][CH2:31][CH2:32][CH2:33][CH2:34]1.[Na+:27]>>[C:1]([CH3:2])([CH3:3])([CH3:4])[O:5][C:6](=[O:7])[N:8]1[CH2:9][CH2:10][N:11]([c:14]2[cH:15][c:16]([NH:28][CH:29]3[CH2:30][CH2:31][CH2:32][CH2:33][CH2:34]3)[n:17][c:18]3[cH:19][c:20]([Cl:24])[cH:21][cH:22][c:23]23)[CH2:12][CH2:13]1. The reactants are O=C1CCC=2C(=NC(=C(N2)C2=CC=C(C=C2)C)C2=CC=C(C=C2)C)N1CCCCCCC(=O)OCC (ethyl 7-(6-oxo-2,3-dip-tolyl-7,8-dihydropyrido[2,3-b]pyrazin-5(6H)-yl)heptanoate), [OH-].[Na+] (sodium hydroxide), resultant solution. The solvent is CO (methanol). The product is O=C1CCC=2C(=NC(=C(N2)C2=CC=C(C=C2)C)C2=CC=C(C=C2)C)N1CCCCCCC(=O)O (7-(6-oxo-2,3-dip-tolyl-7,8-dihydropyrido[2,3-b]pyrazin-5(6H)-yl)heptanoic acid). RXN SMILES: [O:1]=[C:2]1[N:25]([CH2:26][CH2:27][CH2:28][CH2:29][CH2:30][CH2:31][C:32]([O:34]CC)=[O:33])[C:6]2=[N:7][C:8]([C:18]3[CH:23]=[CH:22][C:21]([CH3:24])=[CH:20][CH:19]=3)=[C:9]([C:11]3[CH:16]=[CH:15][C:14]([CH3:17])=[CH:13][CH:12]=3)[N:10]=[C:5]2[CH2:4][CH2:3]1.[OH-].[Na+]>CO>[O:1]=[C:2]1[N:25]([CH2:26][CH2:27][CH2:28][CH2:29][CH2:30][CH2:31][C:32]([OH:34])=[O:33])[C:6]2=[N:7][C:8]([C:18]3[CH:23]=[CH:22][C:21]([CH3:24])=[CH:20][CH:19]=3)=[C:9]([C:11]3[CH:12]=[CH:13][C:14]([CH3:17])=[CH:15][CH:16]=3)[N:10]=[C:5]2[CH2:4][CH2:3]1 |f:1.2|. Procedure details: A solution of ethyl 7-(6-oxo-2,3-dip-tolyl-7,8-dihydropyrido[2,3-b]pyrazin-5(6H)-yl)heptanoate (550 mg, 1.133 mmol) in methanol (10 ml) was treated with 1M sodium hydroxide (3.40 ml, 3.40 mmol) and the resultant solution was stirred at 50° C. for 1 hour. The solution was cooled to room temperature and concentrated under vacuum. The residue was diluted with water, acidified to pH ˜2 with 1N HCl, giving a white solid which was extracted with DCM (×3). The extracts were dried (MgSO4) and evaporated... The reactants are C(=O)(N1C=NC=C1)N1C=NC=C1 (1,1'-carbonyldiimidazole), C(=O)(OC(C)(C)C)NCC(=O)O (BOC-glycine), CN(C=O)C (N,N-dimethylformamide), ClC1=CC=CC2=C1C(N1[C@H](C=3N2C=NC3C(N)=NO)CC1)=O ((S)-8-chloro-12,12a-dihydro-9-oxo-9H,11H-azeto[2,1-c]imidazo[1,5-a][1,4]benzodiazepine-1-carboxamidoxime). Conditions: time 8 hour. Yields the product C(=O)(OC(C)(C)C)C1=NC(N(O1)CN)C=1N=CN2C1[C@H]1N(C(C3=C2C=CC=C3Cl)=O)CC1 ((S)-1-(5-BOC-aminomethyl-1,2,4-oxadiazol-3-yl)-8-chloro-12,12a-dihydro-9H,11H-azeto[2,1-c]imidazo[1,5-a][1,4]benzodiazepine-9-one). Yield: 82.0%. RXN SMILES: [C:1](NCC(O)=O)([O:3][C:4]([CH3:7])([CH3:6])[CH3:5])=[O:2].[C:13](N1C=CN=C1)([N:15]1C=CN=C1)=O.[Cl:25][C:26]1[C:31]2[C:32](=[O:46])[N:33]3[CH2:45][CH2:44][C@H:34]3[C:35]3[N:36]([CH:37]=[N:38][C:39]=3[C:40](=[N:42][OH:43])[NH2:41])[C:30]=2[CH:29]=[CH:28][CH:27]=1.[CH3:47]N(C)C=O>>[C:1]([C:47]1[O:43][N:42]([CH2:13][NH2:15])[CH:40]([C:39]2[N:38]=[CH:37][N:36]3[C:30]4[CH:29]=[CH:28][CH:27]=[C:26]([Cl:25])[C:31]=4[C:32](=[O:46])[N:33]4[CH2:45][CH2:44][C@H:34]4[C:35]=23)[N:41]=1)([O:3][C:4]([CH3:5])([CH3:6])[CH3:7])=[O:2]. Reported procedure: 3.5 g (20 mmol) of BOC-glycine were dissolved in 20 ml of N,N-dimethylformamide and treated portionwise with 3.35 g (20 mmol) of 1,1'-carbonyldiimidazole. After stirring at 45° for 10 minutes 6.35 g (20 mmol) of (S)-8-chloro-12,12a-dihydro-9-oxo-9H,11H-azeto[2,1-c]imidazo[1,5-a][1,4]benzodiazepine-1-carboxamidoxime were added and the mixture was stirred at 90° overnight. The reaction mixture was concentrated; the residue was dissolved in methylene chloride and the solution was washed three times... Reactants: O=C=NC(=O)c1ccccc1, CCOC(C)=O, Cc1c(C(=O)OC(C)(C)C)sc(N)c1C#N, C1COCCO1. Yields the product Cc1c(C(=O)OC(C)(C)C)sc(NC(=O)NC(=O)c2ccccc2)c1C#N. RXN SMILES: [C:17]([c:18]1[cH:19][cH:20][cH:21][cH:22][cH:23]1)(=[O:24])[N:25]=[C:26]=[O:27].[CH3:34][CH2:35][O:36][C:37]([CH3:38])=[O:39].[NH2:1][c:2]1[c:3]([C:15]#[N:16])[c:4]([CH3:14])[c:5]([C:7](=[O:8])[O:9][C:10]([CH3:11])([CH3:12])[CH3:13])[s:6]1.[O:28]1[CH2:29][CH2:30][O:31][CH2:32][CH2:33]1>>[NH:1]([c:2]1[c:3]([C:15]#[N:16])[c:4]([CH3:14])[c:5]([C:7](=[O:8])[O:9][C:10]([CH3:11])([CH3:12])[CH3:13])[s:6]1)[C:26]([NH:25][C:17]([c:18]1[cH:19][cH:20][cH:21][cH:22][cH:23]1)=[O:24])=[O:27]. The reactants are O1C(=CC2=C1C=CC=C2)/C=C/C=C(/C(=O)O)\OC ((2Z,4E)-5-(benzofuran-2-yl)-2-methoxy-2,4-pentadienoic acid), C(C)N(CCCN)CC (3-diethylaminopropylamine), O.ON1N=NC2=C1N=CC=C2 (1-hydroxy-7-azabenzotriazole hydrate), Cl.CN(CCCN=C=NCC)C (1-(3-dimethylaminopropyl)-3-ethylcarbodiimide hydrochloride). The solvent is CN(C)C=O (DMF). Product: O1C(=CC2=C1C=CC=C2)/C=C/C=C(/C(=O)NCCCN(CC)CC)\OC ((2Z,4E)-5-(Benzofuran-2-yl)-2-methoxy-N-(3-diethylaminopropyl)-2,4-pentadienamide). The yield is 18.0%. RXN SMILES: [O:1]1[C:5]2[CH:6]=[CH:7][CH:8]=[CH:9][C:4]=2[CH:3]=[C:2]1/[CH:10]=[CH:11]/[CH:12]=[C:13](\[O:17][CH3:18])/[C:14]([OH:16])=O.[CH2:19]([N:21]([CH2:26][CH3:27])[CH2:22][CH2:23][CH2:24][NH2:25])[CH3:20].O.ON1C2N=CC=CC=2N=N1.Cl.CN(C)CCCN=C=NCC>CN(C=O)C>[O:1]1[C:5]2[CH:6]=[CH:7][CH:8]=[CH:9][C:4]=2[CH:3]=[C:2]1/[CH:10]=[CH:11]/[CH:12]=[C:13](\[O:17][CH3:18])/[C:14]([NH:25][CH2:24][CH2:23][CH2:22][N:21]([CH2:26][CH3:27])[CH2:19][CH3:20])=[O:16] |f:2.3,4.5|. Procedure: A solution of (2Z,4E)-5-(benzofuran-2-yl)-2-methoxy-2,4-pentadienoic acid (122 mg, 0.5 mmol), 3-diethylaminopropylamine (65 mg, 0.5 mmol), 1-hydroxy-7-azabenzotriazole hydrate (65 mg, 0.5 mmol) and 1-(3-dimethylaminopropyl)-3-ethylcarbodiimide hydrochloride (95 mg, 0.5 mmol) in DMF (2 ml) was stirred at RT overnight. After the same work-up described in example 3 the residue was chromatographed on silicagel (preparative TLC, EtOAc/MeOH/aq.NH3 8/2/1). The fraction collected was dried to give pure ... Reactants: N1=CC=CC=C1 (pyridine), N1=CC=CC=C1 (pyridine), ClC=1C=NC=C(C1C(=O)N)Cl (3,5-dichloro-4-pyridine-carboxamide), P12(=S)SP3(=S)SP(=S)(S1)SP(=S)(S2)S3 (tetraphosphorus decasulfide), N1=CC=CC=C1 (pyridine). Run in O (water), O (water), O (water). Conditions: temperature 60 celsius, time 1 hour. The product is ClC=1C=NC=C(C1C(N)=S)Cl (3,5-dichloro-4-pyridinethioamide). The yield is 62.8%. RXN SMILES: N1C=CC=CC=1.[Cl:7][C:8]1[CH:9]=[N:10][CH:11]=[C:12]([Cl:17])[C:13]=1[C:14]([NH2:16])=O.P12(SP3(SP(SP(S3)(S1)=S)(=S)S2)=S)=[S:19]>O>[Cl:7][C:8]1[CH:9]=[N:10][CH:11]=[C:12]([Cl:17])[C:13]=1[C:14](=[S:19])[NH2:16]. Procedure: Into a 3000-mL three-necked round bottom flask equipped with a condenser, mechanical stirrer under an atmosphere of nitrogen was added pyridine (1500 mL), then 3,5-dichloro-4-pyridine-carboxamide (92.9 g., 0.486 mole) (which dissolved), and tetraphosphorus decasulfide (237 g., 0.535 moles)(which had almost dissolved then a bright yellow precipitate formed and an exotherm heated the mixture to 60° C.). The slurry was allowed to stir for 1 hr (temperature had dropped to 45° C.) and then the temper...